Dataset: the Open Reaction Database (ORD), a public repository of structured organic reaction records. Task: describe an organic reaction: reactants, conditions, products, and yield Starting materials: C=C1CCN(c2ccc(Br)cc2)C1=O, COc1ccccc1N1CCNCC1, COCCOC, O. Yields the product COc1ccccc1N1CCN(CC2CCN(c3ccc(Br)cc3)C2=O)CC1. RXN SMILES: [Br:1][c:2]1[cH:3][cH:4][c:5]([N:8]2[C:9](=[O:14])[C:10](=[CH2:13])[CH2:11][CH2:12]2)[cH:6][cH:7]1.[CH3:15][O:16][c:17]1[c:18]([N:23]2[CH2:24][CH2:25][NH:26][CH2:27][CH2:28]2)[cH:19][cH:20][cH:21][cH:22]1.[CH3:29][O:30][CH2:31][CH2:32][O:33][CH3:34].[OH2:35]>>[Br:1][c:2]1[cH:3][cH:4][c:5]([N:8]2[C:9](=[O:14])[CH:10]([CH2:13][N:26]3[CH2:25][CH2:24][N:23]([c:18]4[c:17]([O:16][CH3:15])[cH:22][cH:21][cH:20][cH:19]4)[CH2:28][CH2:27]3)[CH2:11][CH2:12]2)[cH:6][cH:7]1. Reactants: CC(C)(C)OC(=O)N1CCN(c2ccnc(Cl)n2)CC1, OCc1cc(F)cc(F)c1, [H-], [Na+], C1CCOC1, O. RXN SMILES: [C:18]([CH3:19])([CH3:20])([CH3:21])[O:22][C:23](=[O:24])[N:25]1[CH2:26][CH2:27][N:28]([c:31]2[n:32][c:33]([Cl:37])[n:34][cH:35][cH:36]2)[CH2:29][CH2:30]1.[F:1][c:2]1[cH:3][c:4]([CH2:5][OH:6])[cH:7][c:8]([F:10])[cH:9]1.[H-:16].[Na+:17].[O:11]1[CH2:12][CH2:13][CH2:14][CH2:15]1.[OH2:38]>>[F:1][c:2]1[cH:3][c:4]([CH2:5][O:6][c:33]2[n:32][c:31]([N:28]3[CH2:27][CH2:26][N:25]([C:23]([O:22][C:18]([CH3:19])([CH3:20])[CH3:21])=[O:24])[CH2:30][CH2:29]3)[cH:36][cH:35][n:34]2)[cH:7][c:8]([F:10])[cH:9]1. Yields the product CC(C)(C)OC(=O)N1CCN(c2ccnc(OCc3cc(F)cc(F)c3)n2)CC1. Starting materials: NC1=CC(CC(C1)C1=CSC=C1)=O (1-amino-5-(thiophen-3-yl)cyclohexen-3-one), C(CC(=O)C)(=O)OC (methyl acetoacetate). Solvent: C(C)(=O)OCC (ethyl acetate). Reaction conditions: temperature 170 celsius, time 18 hour. Yields the product CC1=CC(NC=2CC(CC(C12)=O)C1=CSC=C1)=O (4-methyl-7-(thiophen-3-yl)-1,2,5,6,7,8-hexahydroquinoline-2,5-dione). The yield is 22.0%. RXN SMILES: [NH2:1][C:2]1[CH2:7][CH:6]([C:8]2[CH:12]=[CH:11][S:10][CH:9]=2)[CH2:5][C:4](=[O:13])[CH:3]=1.[C:14](OC)(=[O:19])[CH2:15][C:16]([CH3:18])=O>C(OCC)(=O)C>[CH3:18][C:16]1[C:3]2[C:4](=[O:13])[CH2:5][CH:6]([C:8]3[CH:12]=[CH:11][S:10][CH:9]=3)[CH2:7][C:2]=2[NH:1][C:14](=[O:19])[CH:15]=1. Procedure: A mixture of 1-amino-5-(thiophen-3-yl)cyclohexen-3-one (4.75 g) and methyl acetoacetate (10 g) was stirred at 170° C. for 18 hours and cooled, and to the mixture was added ethyl acetate. Precipitated crystals were filtered and washed with ethyl acetate to give 4-methyl-7-(thiophen-3-yl)-1,2,5,6,7,8-hexahydroquinoline-2,5-dione (1.4 g) as yellow crystals.